This data is from the Open Reaction Database (ORD), a public repository of structured organic reaction records. The task is: describe an organic reaction: reactants, conditions, products, and yield Starting materials: ClC1=CC=NC2=CC(=C(C=C12)OC)OC (4-Chloro-6,7-dimethoxyquinoline), OC1=NC2=CC=CC=C2C=C1O (2,3-dihydroxyquinoline), O (water). The reagents and catalysts are CN(C1=CC=NC=C1)C (4-dimethylaminopyridine). The solvent is ClC1=C(C=CC=C1)Cl (o-dichlorobenzene). Reaction conditions: temperature 150 celsius, time 8 hour. The product is COC=1C=C2C(=CC=NC2=CC1OC)OC=1C(=NC2=CC=CC=C2C1)O (6,7-dimethoxy-4-(2-hydroxy-quinolin-3-yloxy)-quinoline). Isolated yield 37.0%. RXN SMILES: Cl[C:2]1[C:11]2[C:6](=[CH:7][C:8]([O:14][CH3:15])=[C:9]([O:12][CH3:13])[CH:10]=2)[N:5]=[CH:4][CH:3]=1.[OH:16][C:17]1[C:26]([OH:27])=[CH:25][C:24]2[C:19](=[CH:20][CH:21]=[CH:22][CH:23]=2)[N:18]=1.O>CN(C)C1C=CN=CC=1.ClC1C=CC=CC=1Cl>[CH3:13][O:12][C:9]1[CH:10]=[C:11]2[C:6](=[CH:7][C:8]=1[O:14][CH3:15])[N:5]=[CH:4][CH:3]=[C:2]2[O:27][C:26]1[C:17]([OH:16])=[N:18][C:19]2[C:24]([CH:25]=1)=[CH:23][CH:22]=[CH:21][CH:20]=2. Procedure details: 4-Chloro-6,7-dimethoxyquinoline (106 mg), 2,3-dihydroxyquinoline (50 mg), and 4-dimethylaminopyridine (124 mg) were suspended in o-dichlorobenzene (5 ml), and the suspension was stirred at 150° C. for 8 hr. The reaction solution was cooled to room temperature, water was then added thereto, and the mixture was extracted with ethyl acetate. The organic layer was washed with water and was dried over anhydrous sodium sulfate. The solvent was removed by distillation under the reduced pressure, and th...